This data is from the Open Reaction Database (ORD), a public repository of structured organic reaction records. The task is: describe an organic reaction: reactants, conditions, products, and yield Reactants: ON1C(CC(CC1(C)C)=O)(C)C (1-oxyl-2,2,6,6-tetramethylpiperidin-4-one), [H][H] (hydrogen), ferrous chloride tetrahydrate, C(C)(C)(C)O (tert-butyl alcohol), peroxide, N=O (nitroxyl), CC(C(C)=NC1=CC=CC=C1)=NC1=CC=CC=C1 (N,N'-(1,2-dimethyl1,2-ethanediylidene)bis(benzenamine)), OO (hydrogen peroxide), C(C)(C)(C)O (tert-butyl alcohol), formula IV. Conditions: temperature 40 celsius, time 16 hour. Yields the product OC(CON1C(CC(CC1(C)C)=O)(C)C)(C)C (1-(2-Hydroxy-2-methylpropoxy)-2,2,6,6-tetramethylpiperidin-4-one). As a reaction SMILES: CC(=NC1C=CC=CC=1)C(=NC1C=CC=CC=1)C.[H][H].[OH:21][N:22]1[C:27]([CH3:29])([CH3:28])[CH2:26][C:25](=[O:30])[CH2:24][C:23]1([CH3:32])[CH3:31].OO.N=O.[C:37]([OH:41])([CH3:40])([CH3:39])[CH3:38]>>[OH:41][C:37]([CH3:40])([CH3:39])[CH2:38][O:21][N:22]1[C:27]([CH3:28])([CH3:29])[CH2:26][C:25](=[O:30])[CH2:24][C:23]1([CH3:32])[CH3:31]. Reported procedure: To a mixture of 0.994 g (5 mmol) of ferrous chloride tetrahydrate and 150 mL of tert-butyl alcohol at 35° C. are added, sequentially, 1.18 g (5.0 mmol) of N,N'-(1,2-dimethyl1,2-ethanediylidene)bis(benzenamine), where in formula IV, X is hydrogen, and 17.0 g (100 mmol) of 1-oxyl-2,2,6,6-tetramethylpiperidin-4-one. A solution of 47.5 g (700 mmol) of 50% aqueous hydrogen peroxide mixed with 60 mL of tert-butyl alcohol is added over eight hours at 35-40° C. to the above mixture. The reaction is stir... The reactants are FC(C1=C(C=C(S1)C(=O)OC)C1=CN=C2N1N=CC=C2)F (methyl 5-(difluoromethyl)-4-(imidazo[1,2-b]pyridazin-3-yl)thiophene-2-carboxylate), [OH-].[Na+] (NaOH), Cl (HCl). The solvent is CO (methanol), O (water). Run at temperature 50 celsius. Yields the product FC(C1=C(C=C(S1)C(=O)O)C1=CN=C2N1N=CC=C2)F (5-(Difluoromethyl)-4-(imidazo[1,2-b]pyridazin-3-yl)thiophene-2-carboxylic acid). RXN SMILES: [F:1][CH:2]([F:21])[C:3]1[S:7][C:6]([C:8]([O:10]C)=[O:9])=[CH:5][C:4]=1[C:12]1[N:16]2[N:17]=[CH:18][CH:19]=[CH:20][C:15]2=[N:14][CH:13]=1.[OH-].[Na+].Cl>CO.O>[F:21][CH:2]([F:1])[C:3]1[S:7][C:6]([C:8]([OH:10])=[O:9])=[CH:5][C:4]=1[C:12]1[N:16]2[N:17]=[CH:18][CH:19]=[CH:20][C:15]2=[N:14][CH:13]=1 |f:1.2|. Reported procedure: To a stirred solution of methyl 5-(difluoromethyl)-4-(imidazo[1,2-b]pyridazin-3-yl)thiophene-2-carboxylate (57 mg, 0.18 mmol) in methanol (1 mL) and water (0.5 mL) was added NaOH (2 N, 0.28 mL, 0.56 mmol). The mixture was heated to 50° C. for 1 h, cooled to room temperature, and acidified with 1 N HCl. The resultant mixture was concentrated, and used in the next step without further purification. LRMS (APCI) calc'd for (C12H8F2N3O2S) [M+H]+, 296.0. found 296.0. Reactants: CCCCCCC, ClCCl, Clc1ccc(-n2nc3ccccc3c2NC2CCCCC2)cc1, [H-], [Na+], CN(C)C=O, O=C(Cl)Cc1ccccc1. Product: O=C(Cc1ccccc1)N(c1c2ccccc2nn1-c1ccc(Cl)cc1)C1CCCCC1. RXN SMILES: [CH3:39][CH2:40][CH2:41][CH2:42][CH2:43][CH2:44][CH3:45].[Cl:36][CH2:37][Cl:38].[Cl:3][c:4]1[cH:5][cH:6][c:7](-[n:10]2[n:11][c:12]3[cH:13][cH:14][cH:15][cH:16][c:17]3[c:18]2[NH:19][CH:20]2[CH2:21][CH2:22][CH2:23][CH2:24][CH2:25]2)[cH:8][cH:9]1.[H-:2].[Na+:1].[O:46]=[CH:47][N:48]([CH3:49])[CH3:50].[c:26]1([CH2:32][C:33](=[O:34])[Cl:35])[cH:27][cH:28][cH:29][cH:30][cH:31]1>>[Cl:3][c:4]1[cH:5][cH:6][c:7](-[n:10]2[n:11][c:12]3[cH:13][cH:14][cH:15][cH:16][c:17]3[c:18]2[N:19]([CH:20]2[CH2:21][CH2:22][CH2:23][CH2:24][CH2:25]2)[C:33]([CH2:32][c:26]2[cH:27][cH:28][cH:29][cH:30][cH:31]2)=[O:34])[cH:8][cH:9]1. Reactants: Cc1cc(N2CCC(N3CCCC3C)C2)ccc1N, O=C(Cl)c1ccc(Cl)cc1. Product: Cc1cc(N2CCC(N3CCCC3C)C2)ccc1NC(=O)c1ccc(Cl)cc1. RXN SMILES: [CH3:1][c:2]1[c:3]([NH2:19])[cH:4][cH:5][c:6]([N:8]2[CH2:9][CH:10]([N:13]3[CH:14]([CH3:18])[CH2:15][CH2:16][CH2:17]3)[CH2:11][CH2:12]2)[cH:7]1.[Cl:20][c:21]1[cH:22][cH:23][c:24]([C:25](=[O:26])[Cl:27])[cH:28][cH:29]1>>[CH3:1][c:2]1[c:3]([NH:19][C:25]([c:24]2[cH:23][cH:22][c:21]([Cl:20])[cH:29][cH:28]2)=[O:26])[cH:4][cH:5][c:6]([N:8]2[CH2:9][CH:10]([N:13]3[CH:14]([CH3:18])[CH2:15][CH2:16][CH2:17]3)[CH2:11][CH2:12]2)[cH:7]1.